Dataset: the Open Reaction Database (ORD), a public repository of structured organic reaction records. Task: describe an organic reaction: reactants, conditions, products, and yield Starting materials: CO, CCOC(=O)c1ncc(O)c2c1CCN(Cc1ccc(F)c(Cl)c1)C2=O, ClCCl. The product is CCOC(=O)c1ncc(OC)c2c1CCN(Cc1ccc(F)c(Cl)c1)C2=O. RXN SMILES: [CH3:30][OH:31].[Cl:1][c:2]1[cH:3][c:4]([CH2:5][N:6]2[C:7](=[O:22])[c:8]3[c:9]([OH:21])[cH:10][n:11][c:12]([C:16](=[O:17])[O:18][CH2:19][CH3:20])[c:13]3[CH2:14][CH2:15]2)[cH:23][cH:24][c:25]1[F:26].[Cl:27][CH2:28][Cl:29]>>[Cl:1][c:2]1[cH:3][c:4]([CH2:5][N:6]2[C:7](=[O:22])[c:8]3[c:9]([O:21][CH3:28])[cH:10][n:11][c:12]([C:16](=[O:17])[O:18][CH2:19][CH3:20])[c:13]3[CH2:14][CH2:15]2)[cH:23][cH:24][c:25]1[F:26]. Reactants: O=C1CSC2=C(N1)C=C(C=C2)C=O (3-oxo-3,4-dihydro-2H-benzo[1,4]thiazine-6-carbaldehyde), 1.c, C(C)OC1=CC=CC2=C1N=CS2 (4-ethoxy-benzothiazole), C(C)(C)(C)OC(N[C@@H]1CC[C@H](CC1)C(N(C)OC)=O)=O ([trans-4-(methoxy-methyl-carbamoyl)-cyclohexyl]-carbamic acid tert-butyl ester). The product is C(C)OC1=CC=CC2=C1N=C(S2)C(=O)[C@@H]2CC[C@H](CC2)NCC=2C=CC1=C(NC(CS1)=O)C2 (6-{[trans-4-(4-ethoxy-benzothiazole-2-carbonyl)-cyclohexylamino]-methyl}-4H-benzo[1,4]thiazin-3-one), solid. Reaction SMILES: [CH2:1]([O:3][C:4]1[C:9]2[N:10]=[CH:11][S:12][C:8]=2[CH:7]=[CH:6][CH:5]=1)[CH3:2].C(O[C:18](=O)[NH:19][C@H:20]1[CH2:25][CH2:24][C@H:23]([C:26](=[O:31])N(OC)C)[CH2:22][CH2:21]1)(C)(C)C.[O:33]=[C:34]1[NH:39][C:38]2[CH:40]=[C:41](C=O)[CH:42]=[CH:43][C:37]=2[S:36][CH2:35]1>>[CH2:1]([O:3][C:4]1[C:9]2[N:10]=[C:11]([C:26]([C@H:23]3[CH2:22][CH2:21][C@H:20]([NH:19][CH2:18][C:41]4[CH:42]=[CH:43][C:37]5[S:36][CH2:35][C:34](=[O:33])[NH:39][C:38]=5[CH:40]=4)[CH2:25][CH2:24]3)=[O:31])[S:12][C:8]=2[CH:7]=[CH:6][CH:5]=1)[CH3:2]. Procedure details: Using 4-ethoxy-benzothiazole (5 mmol), [trans-4-(methoxy-methyl-carbamoyl)-cyclohexyl]-carbamic acid tert-butyl ester (2.5 mmol) and 3-oxo-3,4-dihydro-2H-benzo[1,4]thiazine-6-carbaldehyde (0.3 mmol) according to the same protocol as that described for example 1, steps 1.a to 1.c, the title compound was obtained as a yellow solid (15 mg). The reactants are ClC1=C(C=CC=C1)C=1C2=C(N=C(N1)SC)N(C(C=C2)=O)C(CC)CC (4-(2-chloro-phenyl)-8-(1-ethyl-propyl)-2-methylsulfanyl-8H-pyrido[2,3-d]pyrimidin-7-one), NCCN (1,2-diaminoethane). Yields the product NCCNC=1N=C(C2=C(N1)N(C(C=C2)=O)C(CC)CC)C2=C(C=CC=C2)Cl (2-(2-amino-ethylamino)-4-(2-chloro-phenyl)-8-(1-ethyl-propyl)-8H-pyrido[2,3-d]pyrimidin-7-one). As a reaction SMILES: [Cl:1][C:2]1[CH:7]=[CH:6][CH:5]=[CH:4][C:3]=1[C:8]1[C:9]2[CH:19]=[CH:18][C:17](=[O:20])[N:16]([CH:21]([CH2:24][CH3:25])[CH2:22][CH3:23])[C:10]=2[N:11]=[C:12](SC)[N:13]=1.[NH2:26][CH2:27][CH2:28][NH2:29]>>[NH2:26][CH2:27][CH2:28][NH:29][C:12]1[N:13]=[C:8]([C:3]2[CH:4]=[CH:5][CH:6]=[CH:7][C:2]=2[Cl:1])[C:9]2[CH:19]=[CH:18][C:17](=[O:20])[N:16]([CH:21]([CH2:24][CH3:25])[CH2:22][CH3:23])[C:10]=2[N:11]=1. Procedure: The product of Example 44, and 1,2-diaminoethane were reacted by the procedure of Example 60 to afford 2-(2-amino-ethylamino)-4-(2-chloro-phenyl)-8-(1-ethyl-propyl)-8H-pyrido[2,3-d]pyrimidin-7-one. LC MS (ride)=386 (MH-F). Rt=1.54 min Procedure details: To a solution of 3-benzyl-3-cyano-3-(3-methoxy-phenyl)-propionic acid methyl ester (200 mg, 0.6 mmol) in THF (20 ml) was added Raney-Nickel (3×300 mg at 0/5/10 h). Hydrogenation occurred at 50° C. over 13 h. Methanol (15 ml) and dichloromethane (15 ml) was added, stirred for 15 min, then the mixture was filtered and the solvent evaporated. The oil was dissolved in dichloromethane, washed with HCl (1M) and brine. The organic layer was dried, filtered and the solvent evaporated. The residue was su... Reaction SMILES: C[O:2][C:3](=O)[CH2:4][C:5]([CH2:16][C:17]1[CH:22]=[CH:21][CH:20]=[CH:19][CH:18]=1)([C:14]#[N:15])[C:6]1[CH:11]=[CH:10][CH:9]=[C:8]([O:12][CH3:13])[CH:7]=1.CO.ClCCl>C1COCC1.[Ni]>[CH2:16]([C:5]1([C:6]2[CH:11]=[CH:10][CH:9]=[C:8]([O:12][CH3:13])[CH:7]=2)[CH2:14][NH:15][C:3](=[O:2])[CH2:4]1)[C:17]1[CH:22]=[CH:21][CH:20]=[CH:19][CH:18]=1. The product is C(C1=CC=CC=C1)C1(CC(NC1)=O)C1=CC(=CC=C1)OC (4-Benzyl-4-(3-methoxy-phenyl)-pyrrolidin-2-one). Yield: 90.6%. Conditions: time 13 hour. Solvent: C1CCOC1 (THF). Starting materials: CO (Methanol), ClCCl (dichloromethane), COC(CC(C1=CC(=CC=C1)OC)(C#N)CC1=CC=CC=C1)=O (3-benzyl-3-cyano-3-(3-methoxy-phenyl)-propionic acid methyl ester). The reagents and catalysts are [Ni] (Raney-Nickel). Reactants: CCN=C=NCCCN(C)C, Cl, Cl, Cn1ncc(C=CC(=O)O)c1-c1ccc(F)cc1, COP(=O)(Cc1ccc(N)cc1)OC, O, On1nnc2ccccc21. Product: COP(=O)(Cc1ccc(NC(=O)C=Cc2cnn(C)c2-c2ccc(F)cc2)cc1)OC. RXN SMILES: [CH2:45]([N:46]=[C:47]=[N:48][CH2:49][CH2:50][CH2:51][N:52]([CH3:53])[CH3:54])[CH3:55].[ClH:44].[ClH:56].[F:15][c:16]1[cH:17][cH:18][c:19](-[c:22]2[c:23]([CH:28]=[CH:29][C:30](=[O:31])[OH:32])[cH:24][n:25][n:26]2[CH3:27])[cH:20][cH:21]1.[NH2:1][c:2]1[cH:3][cH:4][c:5]([CH2:6][P:7]([O:8][CH3:9])([O:10][CH3:11])=[O:12])[cH:13][cH:14]1.[OH2:33].[OH:34][n:35]1[c:36]2[cH:37][cH:38][cH:39][cH:40][c:41]2[n:42][n:43]1>>[NH:1]([c:2]1[cH:3][cH:4][c:5]([CH2:6][P:7]([O:8][CH3:9])([O:10][CH3:11])=[O:12])[cH:13][cH:14]1)[C:30]([CH:29]=[CH:28][c:23]1[c:22](-[c:19]2[cH:18][cH:17][c:16]([F:15])[cH:21][cH:20]2)[n:26]([CH3:27])[n:25][cH:24]1)=[O:31]. Starting materials: C(=O)=O (dry ice), CC1=C(C(=O)C2=C(C1=O)N3C[C@H]4[C@@H]([C@@]3([C@@H]2COC(=O)N)OC)N4)OC (mitomycin A), solution, [OH-].[K+] (KOH), C(C1CCCO1)O (tetrahydrofurfuryl alcohol), C(C1CCCO1)O (tetrahydrofurfuryl alcohol). The product is C(N)(O)=O.OCC1C2(N(C=3C(C(=C(C(C13)=O)OCC1CCCO1)C)=O)CC1C2N1)OC (1,1a,2,8,8a,8b-Hexahydro-8-(hydroxymethyl)-8a-methoxy-5-methyl-6-(tetrahydrofurfuryloxy)-azirino[2',3':3,4]pyrrolo[1,2-a]indole-4,7-dione carbamate). Isolated yield 60.0%. As a reaction SMILES: [CH3:1][C:2]1[C:8](=[O:9])[C:7]2[N:10]3[C@@:14]([O:21][CH3:22])([C@H:15]([CH2:16][O:17][C:18]([NH2:20])=[O:19])[C:6]=2[C:4](=[O:5])[C:3]=1[O:24][CH3:25])[C@H:13]1[NH:23][C@H:12]1[CH2:11]3.[OH-].[K+].C(=O)=O.C(O)[CH:32]1[O:36][CH2:35][CH2:34][CH2:33]1>>[C:18](=[O:17])([OH:19])[NH2:20].[OH:17][CH2:16][CH:15]1[C:6]2[C:4](=[O:5])[C:3]([O:24][CH2:25][CH:35]3[O:36][CH2:32][CH2:33][CH2:34]3)=[C:2]([CH3:1])[C:8](=[O:9])[C:7]=2[N:10]2[CH2:11][CH:12]3[NH:23][CH:13]3[C:14]12[O:21][CH3:22] |f:1.2,5.6|. Procedure details: A solution of mitomycin A (100 mg or 0.286 mmole) in 4 ml of tetrahydrofurfuryl alcohol was stirred at room temperature and under nitrogen for 45 minutes with 480 mg of a 1.6% solution of KOH in tetrahydrofurfuryl alcohol. The reaction mixture was decomposed with excess dry ice while immersing the flask into a water bath at room temperature. The product was chromatographed on a silica gel column using CHCl3 -MeOH 9.5:0.5 as solvent. Further purification of the product was done by preparative thi... Starting materials: [OH-].[K+] (potassium hydroxide), CC1=CCN(O1)N (5-methyl-2-isoxazolamine), N1=CC=CC=C1 (pyridine), C(C)(=O)OC1=C(C(=O)OCC)C=C(C=C1)C#CC1=CC=C(C=C1)S(=O)(=O)Cl (ethyl 2-acetyloxy-5-[(4-chlorosulfonylphenyl)ethynyl]-benzoate), C(C)O (ethanol). The solvent is O (water), C(=O)O (formic acid). Run at time 72 hour. Yields the product OC1=C(C(=O)OCC)C=C(C=C1)C#CC1=CC=C(C=C1)S(=O)(=O)NC1=NOC(=C1)C (Ethyl 2-hydroxy-5-[[4-[(5-methyl-3-isoxazolyl)aminosulfonyl]phenyl]ethynyl]benzoate). As a reaction SMILES: [CH3:1][C:2]1[O:6][N:5](N)[CH2:4][CH:3]=1.C([O:11][C:12]1[CH:22]=[CH:21][C:20]([C:23]#[C:24][C:25]2[CH:30]=[CH:29][C:28]([S:31](Cl)(=[O:33])=[O:32])=[CH:27][CH:26]=2)=[CH:19][C:13]=1[C:14]([O:16][CH2:17][CH3:18])=[O:15])(=O)C.[OH-].[K+].C(O)C.[N:40]1C=CC=CC=1>O.C(O)=O>[OH:11][C:12]1[CH:22]=[CH:21][C:20]([C:23]#[C:24][C:25]2[CH:30]=[CH:29][C:28]([S:31]([NH:40][C:4]3[CH:3]=[C:2]([CH3:1])[O:6][N:5]=3)(=[O:33])=[O:32])=[CH:27][CH:26]=2)=[CH:19][C:13]=1[C:14]([O:16][CH2:17][CH3:18])=[O:15] |f:2.3|. Reported procedure: 5-methyl-2-isoxazolamine (1.2 g, 12 mmol) was dissolved in dry pyridine (20 ml) and ethyl 2-acetyloxy-5-[(4-chlorosulfonylphenyl)ethynyl]-benzoate (4.1 g, 10 mmol) was added. The solution was kept at ambient temperature for 72 h. The solvent was evaporated and the residue dissolved in a small amount of tetrahydrofuran. The solution was added to a refluxing solution of potassium hydroxide (2.5 g, 38 mmol) in water (100 ml). After 5 min, ethanol (50 ml) was added and the solution acidified with fo...